Dataset: the Open Reaction Database (ORD), a public repository of structured organic reaction records. Task: describe an organic reaction: reactants, conditions, products, and yield RXN SMILES: [C:1]([O:19][CH3:20])(=[O:18])[C:2]1[C:3](=[CH:7][C:8](=[C:12]([CH:17]=1)[C:13]([O:15][CH3:16])=[O:14])[C:9]([O-:11])=[O:10])[C:4]([O-:6])=[O:5].S(Cl)([Cl:23])=O>CN1CCCC1=O>[Cl-:23].[Cl-:23].[C:13]([O:15][CH3:16])(=[O:14])[C:12]1[C:8](=[CH:7][C:3](=[C:2]([CH:17]=1)[C:1]([O:19][CH3:20])=[O:18])[C:4]([O-:6])=[O:5])[C:9]([O-:11])=[O:10] |f:3.4.5|. Run at temperature 0 celsius. The solvent is CN1C(CCC1)=O (NMP), CN1CCCC1=O (NMP). Procedure details: Next, the NMP solution (β) of dimethyl pyromellitate was added to the NMP solution (α) of di-n-butyl 3,3′,4,4′-diphenylether-tetracarboxylate, and the flask containing them was cooled to 0° C., to which was dropwise added 17.13 g (0.144 mols) of thionyl chloride, and reacted therewith for 1 hour to obtain a mixed solution (γ) of di-n-butyl 3,3′,4,4′-diphenylether-tetracarboxylate dichloride and dimethyl pyromellitate dichloride. Reactants: S(=O)(Cl)Cl (thionyl chloride), C(C=1C(C(=O)[O-])=CC(C(=O)[O-])=C(C(=O)OC)C1)(=O)OC (dimethyl pyromellitate), di-n-butyl 3,3′,4,4′-diphenylether. Yields the product di-n-butyl 3,3′,4,4′-diphenylether, [Cl-].[Cl-].C(C=1C(C(=O)[O-])=CC(C(=O)[O-])=C(C(=O)OC)C1)(=O)OC (dimethyl pyromellitate dichloride). Procedure: A 100 ml three-necked flask, fitted with an efficient reflux condenser and drying tube, and addition funnel, was charged with a mixture of AlC3 9.5 g (71.4 mmol) and 3 ml of CH2Cl2. The 3,4-dihydro-4,4-dimethyl-1(2H)-naphthalenone (5.0 g, 28.7 mmol), was added dropwise with stirring (Caution: Exothermic Reaction!) to the mixture at room temperature. Bromine, 5.5 g (34.5 mmol), was then added very slowly, and the resulting mixture stirred for 2 hours at room temperature. (Note: if stirring stops,... Starting materials: CC1(CCC(C2=CC=CC=C12)=O)C (3,4-dihydro-4,4-dimethyl-1(2H)-naphthalenone), AlC3, BrBr (Bromine). Product: CC1(CCC(C2=CC(=CC=C12)Br)=O)C (3,4-dihydro-4,4-dimethyl-7-bromo-1(2H)-naphthalenone). The yield is 80.0%. Run in C(Cl)Cl (CH2Cl2). Reaction SMILES: [CH3:1][C:2]1([CH3:13])[C:11]2[C:6](=[CH:7][CH:8]=[CH:9][CH:10]=2)[C:5](=[O:12])[CH2:4][CH2:3]1.[Br:14]Br>C(Cl)Cl>[CH3:1][C:2]1([CH3:13])[C:11]2[C:6](=[CH:7][C:8]([Br:14])=[CH:9][CH:10]=2)[C:5](=[O:12])[CH2:4][CH2:3]1. Reaction conditions: temperature 70 celsius. Reaction SMILES: [CH:1]1([NH2:7])[CH2:6][CH2:5][CH2:4][CH2:3][CH2:2]1.Br[CH2:9][CH2:10]Br>>[CH:1]1([NH:7][CH2:2][CH2:1][NH:7][CH:10]2[CH2:9][CH2:6][CH2:5][CH2:4][CH2:3]2)[CH2:6][CH2:5][CH2:4][CH2:3][CH2:2]1. Isolated yield 78.3%. The product is C1(CCCCC1)NCCNC1CCCCC1 (N,N′-Dicyclohexyl-1,2-diaminoethane). Procedure details: N,N′-Dicyclohexyl-1,2-diaminoethane (18.1 g, yield=83%) was prepared as in Synthesis Example 1-1, using cyclohexylamine (83.3 g, 0.840 mol) and 1,2-dibromoethane (19.3 g, 0.103 mol). Starting materials: C1(CCCCC1)N (cyclohexylamine), BrCCBr (1,2-dibromoethane).